From a dataset of the Open Reaction Database (ORD), a public repository of structured organic reaction records. describe an organic reaction: reactants, conditions, products, and yield The reactants are O=C1CC2(CCCCC2)Oc2ccccc21, CO, Cl, Cl, CON, c1ccncc1. Product: NC1CC2(CCCCC2)Oc2ccccc21. Reaction SMILES: [CH2:1]1[CH2:2][CH2:3][CH2:4][CH2:5][C:6]12[O:7][c:8]1[cH:9][cH:10][cH:11][cH:12][c:13]1[C:14](=[O:16])[CH2:15]2.[CH3:28][OH:29].[ClH:17].[ClH:27].[O:18]([CH3:19])[NH2:20].[cH:21]1[cH:22][cH:23][n:24][cH:25][cH:26]1>>[CH2:1]1[CH2:2][CH2:3][CH2:4][CH2:5][C:6]12[O:7][c:8]1[cH:9][cH:10][cH:11][cH:12][c:13]1[CH:14]([NH2:20])[CH2:15]2. The reactants are CC1(OC[C@H](O1)COC=1C=C(C=CC1)NC(=O)C1=CC=CC=2NC(=NC21)C2=C(C=CC=C2)C(F)(F)F)C ((R)-N-(3-((2,2-dimethyl-1,3-dioxolan-4-yl)methoxy)phenyl)-2-(2-(trifluoromethyl)phenyl)-1H-benzo[d]imidazole-4-carboxamide), Cl (HCl). The solvent is CO (MeOH), C1CCOC1 (THF). Conditions: time 18 hour. The product is O[C@H](COC=1C=C(C=CC1)NC(=O)C1=CC=CC=2NC(=NC21)C2=C(C=CC=C2)C(F)(F)F)CO ((S)-N-(3-(2,3-dihydroxypropoxy)phenyl)-2-(2-(trifluoromethyl)phenyl)-1H-benzo[d]imidazole-4-carboxamide), solid. Yield: 64.0%. RXN SMILES: CC1(C)[O:6][C@H:5]([CH2:7][O:8][C:9]2[CH:10]=[C:11]([NH:15][C:16]([C:18]3[C:26]4[N:25]=[C:24]([C:27]5[CH:32]=[CH:31][CH:30]=[CH:29][C:28]=5[C:33]([F:36])([F:35])[F:34])[NH:23][C:22]=4[CH:21]=[CH:20][CH:19]=3)=[O:17])[CH:12]=[CH:13][CH:14]=2)[CH2:4][O:3]1.Cl>C1COCC1.CO>[OH:6][C@@H:5]([CH2:4][OH:3])[CH2:7][O:8][C:9]1[CH:10]=[C:11]([NH:15][C:16]([C:18]2[C:26]3[N:25]=[C:24]([C:27]4[CH:32]=[CH:31][CH:30]=[CH:29][C:28]=4[C:33]([F:35])([F:36])[F:34])[NH:23][C:22]=3[CH:21]=[CH:20][CH:19]=2)=[O:17])[CH:12]=[CH:13][CH:14]=1. Reported procedure: To a solution of (R)-N-(3-((2,2-dimethyl-1,3-dioxolan-4-yl)methoxy)phenyl)-2-(2-(trifluoromethyl)phenyl)-1H-benzo[d]imidazole-4-carboxamide (134; 51.5 mg, 0.1 mmol) in 3 mL of THF was added 4 N HCl dropwise until observe color change, solution darkens, at which point an additional 1 mL of HCL is added and the solution is allowed to stir at room temperature for 18 h. The reaction mixture was diluted with MeOH and then concentrated under reduced pressure. The resulting yellowish suspension is puri... Starting materials: CC1(OCC2=C(O1)C=CC(=C2)[C@@H]2CNC(O2)=O)C ((5R)-5-(2,2-dimethyl-4H-1,3-benzodioxin-6-yl)-2-oxazolidinone), [H-].[Na+] (Sodium hydride), oil, IC=1C=C(C=CC1)CCCCOCCCCCCBr (6-bromohexyl 4-(3-iodophenyl)butyl ether), [Cl-].[NH4+] (ammonium chloride). The solvent is CN(C)C=O (DMF), CN(C)C=O (DMF). Conditions: temperature 50 celsius, time 15 minute. Yields the product CC1(OCC2=C(O1)C=CC(=C2)[C@@H]2CN(C(O2)=O)CCCCCCOCCCCC2=CC(=CC=C2)I)C ((5R)-5-(2,2-Dimethyl-4H-1,3-benzodioxin-6-yl)-3-{6-[4-(3-iodophenyl)butoxy]hexyl}-1,3-oxazolidin-2-one). The yield is 73.5%. As a reaction SMILES: [H-].[Na+].[CH3:3][C:4]1([CH3:20])[O:9][C:8]2[CH:10]=[CH:11][C:12]([C@H:14]3[O:18][C:17](=[O:19])[NH:16][CH2:15]3)=[CH:13][C:7]=2[CH2:6][O:5]1.[I:21][C:22]1[CH:23]=[C:24]([CH2:28][CH2:29][CH2:30][CH2:31][O:32][CH2:33][CH2:34][CH2:35][CH2:36][CH2:37][CH2:38]Br)[CH:25]=[CH:26][CH:27]=1.[Cl-].[NH4+]>CN(C=O)C>[CH3:3][C:4]1([CH3:20])[O:9][C:8]2[CH:10]=[CH:11][C:12]([C@H:14]3[O:18][C:17](=[O:19])[N:16]([CH2:38][CH2:37][CH2:36][CH2:35][CH2:34][CH2:33][O:32][CH2:31][CH2:30][CH2:29][CH2:28][C:24]4[CH:25]=[CH:26][CH:27]=[C:22]([I:21])[CH:23]=4)[CH2:15]3)=[CH:13][C:7]=2[CH2:6][O:5]1 |f:0.1,4.5|. Procedure: Sodium hydride (60% dispersion in oil 1.26 g) was added to a stirred, cooled (ice-bath) solution of (5R)-5-(2,2-dimethyl-4H-1,3-benzodioxin-6-yl)-2-oxazolidinone (5.47 g) in dry DMF (50 ml) under nitrogen and the mixture was stirred for 15 min at 50° C. A solution of 6-bromohexyl 4-(3-iodophenyl)butyl ether (10.7 g) in DMF (30 ml) was then added dropwise over 10 min. The mixture was stirred for 2 h at ambient temperature, then poured into aqueous solution of ammonium chloride and extracted into ... Reactants: O=C(O)C(CC1CCOCC1)c1ccc([N+](=O)[O-])cc1, Nc1nccs1. Product: O=C(Nc1nccs1)C(CC1CCOCC1)c1ccc([N+](=O)[O-])cc1. As a reaction SMILES: [N+:1](=[O:2])([O-:3])[c:4]1[cH:5][cH:6][c:7]([CH:10]([C:11](=[O:12])[OH:13])[CH2:14][CH:15]2[CH2:16][CH2:17][O:18][CH2:19][CH2:20]2)[cH:8][cH:9]1.[s:21]1[c:22]([NH2:26])[n:23][cH:24][cH:25]1>>[N+:1](=[O:2])([O-:3])[c:4]1[cH:5][cH:6][c:7]([CH:10]([C:11](=[O:13])[NH:26][c:22]2[s:21][cH:25][cH:24][n:23]2)[CH2:14][CH:15]2[CH2:16][CH2:17][O:18][CH2:19][CH2:20]2)[cH:8][cH:9]1. Starting materials: ClC1=CC2=C(C(NC=3N2N=C(C3)C)=O)C=N1 (8-chloro-2-methylpyrazolo[1,5-a]pyrido[3,4-e]pyrimidin-5(4H)-one), C(C)(=O)O (acetic acid). Reagents/catalysts: [Cl-].[Zn+2].[Cl-] (zinc chloride). The product is OC1=CC2=C(C(NC=3N2N=C(C3)C)=O)C=N1 (8-Hydroxy-2-methylpyrazolo[1,5-a]pyrido[3,4-e]pyrimidin5(4H)-one). RXN SMILES: Cl[C:2]1[N:16]=[CH:15][C:5]2[C:6](=[O:14])[NH:7][C:8]3[N:9]([N:10]=[C:11]([CH3:13])[CH:12]=3)[C:4]=2[CH:3]=1.C(O)(=[O:19])C>[Cl-].[Zn+2].[Cl-]>[OH:19][C:2]1[N:16]=[CH:15][C:5]2[C:6](=[O:14])[NH:7][C:8]3[N:9]([N:10]=[C:11]([CH3:13])[CH:12]=3)[C:4]=2[CH:3]=1 |f:2.3.4|. Procedure details: 2.3 g. of 8-chloro-2-methylpyrazolo[1,5-a]pyrido[3,4-e]pyrimidin-5(4H)-one of Example 1b are refluxed with 1 g. of zinc chloride in 20 ml. of acetic acid for 100 hours. The mixture is cooled to room temperature, diluted with 10 ml. of water and the precipitated 8-hydroxy-2-methylpyrazolo[1,5-a]pyrido[3,4-e]pyrimidin5(4H)-one is filtered off, yield: 1.7 g. (81%); m.p. > 300° (DMF).